Dataset: the Open Reaction Database (ORD), a public repository of structured organic reaction records. Task: describe an organic reaction: reactants, conditions, products, and yield Reactants: NC1=C2C(=NC=N1)N(N=C2I)C(C)C=2C(=C(C(=C(C2)Cl)F)C2CN(C2)C(=O)OC(C)(C)C)OCC (tert-butyl 3-{3-[1-(4-amino-3-iodo-1H-pyrazolo[3,4-d]pyrimidin-1-yl)ethyl]-5-chloro-2-ethoxy-6-fluorophenyl}azetidine-1-carboxylate), N1=CC=CC=C1.C(=C)B1OB(OB(O1)C=C)C=C (pyridine trivinylboroxin), ClCCl (dichloromethane), C([O-])([O-])=O.[K+].[K+] (potassium carbonate). The reagents and catalysts are C1=CC=C(C=C1)P([C-]2C=CC=C2)C3=CC=CC=C3.C1=CC=C(C=C1)P([C-]2C=CC=C2)C3=CC=CC=C3.Cl[Pd]Cl.[Fe+2] ([1,1′-bis(diphenylphosphino)ferrocene]dichloropalladium(II)). Solvent: O1CCOCC1 (1,4-dioxane), O (water), O (water), C(C)(=O)OCC (ethyl acetate). Conditions: temperature 100 celsius. Product: NC1=C2C(=NC=N1)N(N=C2C=C)C(C)C=2C(=C(C(=C(C2)Cl)F)C2CN(C2)C(=O)OC(C)(C)C)OCC (tert-Butyl 3-{3-[1-(4-amino-3-vinyl-1H-pyrazolo[3,4-d]pyrimidin-1-yl)ethyl]-5-chloro-2-ethoxy-6-fluorophenyl}azetidine-1-carboxylate). The yield is 65.4%. RXN SMILES: [NH2:1][C:2]1[N:7]=[CH:6][N:5]=[C:4]2[N:8]([CH:12]([C:14]3[C:15]([O:33][CH2:34][CH3:35])=[C:16]([CH:22]4[CH2:25][N:24]([C:26]([O:28][C:29]([CH3:32])([CH3:31])[CH3:30])=[O:27])[CH2:23]4)[C:17]([F:21])=[C:18]([Cl:20])[CH:19]=3)[CH3:13])[N:9]=[C:10](I)[C:3]=12.N1C=CC=[CH:38][CH:37]=1.C(B1OB(C=C)OB(C=C)O1)=C.ClCCl.C(=O)([O-])[O-].[K+].[K+]>O1CCOCC1.O.C(OCC)(=O)C.C1C=CC(P(C2C=CC=CC=2)[C-]2C=CC=C2)=CC=1.C1C=CC(P(C2C=CC=CC=2)[C-]2C=CC=C2)=CC=1.Cl[Pd]Cl.[Fe+2]>[NH2:1][C:2]1[N:7]=[CH:6][N:5]=[C:4]2[N:8]([CH:12]([C:14]3[C:15]([O:33][CH2:34][CH3:35])=[C:16]([CH:22]4[CH2:25][N:24]([C:26]([O:28][C:29]([CH3:32])([CH3:31])[CH3:30])=[O:27])[CH2:23]4)[C:17]([F:21])=[C:18]([Cl:20])[CH:19]=3)[CH3:13])[N:9]=[C:10]([CH:37]=[CH2:38])[C:3]=12 |f:1.2,4.5.6,10.11.12.13|. Procedure details: A mixture of tert-butyl 3-{3-[1-(4-amino-3-iodo-1H-pyrazolo[3,4-d]pyrimidin-1-yl)ethyl]-5-chloro-2-ethoxy-6-fluorophenyl}azetidine-1-carboxylate (1.32 g, 2.14 mmol), pyridine-trivinylboroxin (1:1) (0.51 g, 2.1 mmol), [1,1′-bis(diphenylphosphino)ferrocene]dichloropalladium(II), complex with dichloromethane (1:1) (90 mg, 0.1 mmol) and potassium carbonate (0.89 g, 6.4 mmol) in 1,4-dioxane (10 mL)/water (7 mL) was heated at 100° C. overnight. After cooled to room temperature, the reaction mixture wa... Reactants: Cl.NO (hydroxylamine hydrochloride), CN1CCOCC1 (4-methylmorpholine), Cl.CN(CCCN=C=NCC)C (1-(3-dimethylaminopropyl)-3-ethylcarbodiimide hydrochloride), CC(CC1(C(N(CC1)CCC1=CC=CC=C1)=O)CC(=O)O)C (3-(2-methylpropyl)-2-oxo-1-(2-phenylethyl)-3-pyrrolidineacetic acid), O.ON1N=NC2=C1C=CC=C2 (1-hydroxybenzotriazole hydrate), CN1CCOCC1 (4-methylmorpholine). The solvent is CN(C)C=O (DMF), C(Cl)Cl (CH2Cl2), CN(C)C=O (DMF). Reaction conditions: temperature 0 celsius, time 1 hour. Product: ONC(CC1(C(N(CC1)CCC1=CC=CC=C1)=O)CC(C)C)=O (N-Hydroxy-3-(2-methylpropyl)-2-oxo-1-(2-phenylethyl)-3-pyrrolidineacetamide). The yield is 30.9%. Reaction SMILES: Cl.CN(C)CCCN=C=NCC.[CH3:13][CH:14]([CH3:34])[CH2:15][C:16]1([CH2:30][C:31](O)=[O:32])[CH2:20][CH2:19][N:18]([CH2:21][CH2:22][C:23]2[CH:28]=[CH:27][CH:26]=[CH:25][CH:24]=2)[C:17]1=[O:29].O.[OH:36][N:37]1C2C=CC=CC=2N=N1.CN1CCOCC1.Cl.NO>C(Cl)Cl.CN(C=O)C>[OH:36][NH:37][C:31](=[O:32])[CH2:30][C:16]1([CH2:15][CH:14]([CH3:34])[CH3:13])[CH2:20][CH2:19][N:18]([CH2:21][CH2:22][C:23]2[CH:28]=[CH:27][CH:26]=[CH:25][CH:24]=2)[C:17]1=[O:29] |f:0.1,3.4,6.7|. Procedure details: Solid 1-(3-dimethylaminopropyl)-3-ethylcarbodiimide hydrochloride (EDC, 451 mg, 2.35 mmol) is added to a solution of 3-(2-methylpropyl)-2-oxo-1-(2-phenylethyl)-3-pyrrolidineacetic acid (595 mg, 1.96 mmol), 1-hydroxybenzotriazole hydrate (HOBT, 281 mg, 2.08 mmol) and 4-methylmorpholine (0.26 mL, 2.4 mmol) in CH2Cl2 (19 mL) and DMF (4 mL) at 0° C. The solution is stirred at 0° C. for 1 hour, and then a near solution of hydroxylamine hydrochloride (204 mg, 2.94 mmol) and 4-methylmorpholine (0.32 mL... The reactants are C(C)C1=CC=C(S1)C(=O)O (5-ethyl-2-thiophenecarboxylic acid), S(=O)(Cl)Cl (thionyl chloride), O (water), C(C)(C)(C)N (t-butylamine). Run in CCCCCC (hexane), C(Cl)Cl (methylene chloride). Run at temperature 0 celsius. Yields the product C(C)(C)(C)NC(=O)C=1SC(=CC1)CC (5-Ethyl-2-thiophenecarboxylic acid, N-t-butyl amide). The yield is 35.0%. As a reaction SMILES: [CH2:1]([C:3]1[S:7][C:6]([C:8]([OH:10])=O)=[CH:5][CH:4]=1)[CH3:2].S(Cl)(Cl)=O.[C:15]([NH2:19])([CH3:18])([CH3:17])[CH3:16].O>C(Cl)Cl.CCCCCC>[C:15]([NH:19][C:8]([C:6]1[S:7][C:3]([CH2:1][CH3:2])=[CH:4][CH:5]=1)=[O:10])([CH3:18])([CH3:17])[CH3:16]. Procedure details: To a solution of 28 g (0.18 mol) of 5-ethyl-2-thiophenecarboxylic acid, from step 3a above, in 130 mL of methylene chloride was added a large excess (130 mL, 10 mol) of thionyl chloride, and the solution was heated at reflux for 2 hours. The solvent and excess reagent were removed by evaporation, and the residue was dissolved in 130 mL of chloroform and cooled to 0° C. To this solution was added 94 mL (0.9 mol) of t-butylamine dropwise, and the solution was stirred at reflux for 2 hours. The rea... The reactants are FC=1C=C(C=CC1)P(OCC)C1=CC(=CC=C1)F (ethyl bis(3-fluorophenyl)phosphinite), BrCC1=C(C2=CC=CC=C2C=C1)C1=C(C=CC2=CC=CC=C12)CBr (2,2'-bis(bromo-methyl)-1,1'-binaphthyl), C(C)Br (ethyl bromide). Run in CC=1C=CC=CC1C (o-xylene). Conditions: temperature 0 celsius. Yields the product FC=1C=C(C=CC1)P(=O)(C1=CC(=CC=C1)F)CC1=C(C2=CC=CC=C2C=C1)C1=C(C=CC2=CC=CC=C12)CP(=O)(C1=CC(=CC=C1)F)C1=CC(=CC=C1)F (2,2'-Bis[bis(3-fluorophenyl)phosphinylmethyl]-1,1'-binaphthyl). As a reaction SMILES: [F:1][C:2]1[CH:3]=[C:4]([P:8]([C:12]2[CH:17]=[CH:16][CH:15]=[C:14]([F:18])[CH:13]=2)[O:9]CC)[CH:5]=[CH:6][CH:7]=1.Br[CH2:20][C:21]1[CH:30]=[CH:29][C:28]2[C:23](=[CH:24][CH:25]=[CH:26][CH:27]=2)[C:22]=1[C:31]1[C:40]2[C:35](=[CH:36][CH:37]=[CH:38][CH:39]=2)[CH:34]=[CH:33][C:32]=1[CH2:41]Br.[CH2:43](Br)[CH3:44]>CC1C=CC=CC=1C>[F:1][C:2]1[CH:3]=[C:4]([P:8]([CH2:20][C:21]2[CH:30]=[CH:29][C:28]3[C:23](=[CH:24][CH:25]=[CH:26][CH:27]=3)[C:22]=2[C:31]2[C:40]3[C:35](=[CH:36][CH:37]=[CH:38][CH:39]=3)[CH:34]=[CH:33][C:32]=2[CH2:41][P:8]([C:4]2[CH:5]=[CH:6][CH:7]=[C:2]([F:1])[CH:3]=2)([C:12]2[CH:17]=[CH:16][CH:15]=[C:14]([F:18])[CH:13]=2)=[O:9])([C:44]2[CH:43]=[CH:12][CH:13]=[C:14]([F:18])[CH:15]=2)=[O:9])[CH:5]=[CH:6][CH:7]=1. Procedure: While stirring under nitrogen, 8.8 g (33 mmol) of ethyl bis(3-fluorophenyl)phosphinite are slowly added dropwise to a solution of 7.27 g (16.6 mmol) of 2,2'-bis(bromo-methyl)-1,1'-binaphthyl in 40 ml of o-xylene, which solution has been heated to 120° C., with ethyl bromide distilling off. After the end of the addition, the mixture is heated under reflux for a further two hours and is then cooled to 0° C. The solid is filtered off, washed with cold o-xylene and dried in vacuo. This gives 11.5 g ... Reactants: C(C)(C)(C)N1C[C@@H]([C@@H](CC1)C(=O)O)C1=C(C=C(C=C1)F)F ((3S,4R)-1-tert-butyl-3-(2,4-difluorophenyl)-piperidine-4-carboxylic acid), CN1CCOCC1 (4-methylmorpholine), C=1C=CC2=C(C1)N=NN2O (HOBt), C(CCl)Cl (EDC), N1CCNCC1 (piperazine), Cl (HCl). Run in ClCCl (dichloromethane). Run at time 18 hour. Yields the product C(C)(C)(C)N1C[C@H]([C@@H](CC1)C(=O)N1CCN(CC1)C(CN(CC)CC)C1CCCCC1)C1=C(C=C(C=C1)F)F (2-(4-{[(3R,4R)-1-tert-butyl-3-(2,4-difluorophenyl)piperidin-4-yl]carbonyl}piperazin-1-yl)-2-cyclohexyl-N,N-diethylethanamine). RXN SMILES: [C:1]([N:5]1[CH2:10][CH2:9][C@@H:8]([C:11](O)=[O:12])[C@@H:7]([C:14]2[CH:19]=[CH:18][C:17]([F:20])=[CH:16][C:15]=2[F:21])[CH2:6]1)([CH3:4])([CH3:3])[CH3:2].C[N:23]1[CH2:28][CH2:27]O[CH2:25][CH2:24]1.[CH:29]1[CH:30]=[CH:31][C:32]2N(O)N=N[C:33]=2[CH:34]=1.[CH2:39](Cl)[CH2:40]Cl.[NH:43]1[CH2:48][CH2:47][NH:46][CH2:45][CH2:44]1.Cl>ClCCl>[C:1]([N:5]1[CH2:10][CH2:9][C@@H:8]([C:11]([N:43]2[CH2:48][CH2:47][N:46]([CH:25]([CH:33]3[CH2:32][CH2:31][CH2:30][CH2:29][CH2:34]3)[CH2:24][N:23]([CH2:39][CH3:40])[CH2:28][CH3:27])[CH2:45][CH2:44]2)=[O:12])[C@H:7]([C:14]2[CH:19]=[CH:18][C:17]([F:20])=[CH:16][C:15]=2[F:21])[CH2:6]1)([CH3:2])([CH3:4])[CH3:3]. Procedure: To a solution of (3S,4R)-1-tert-butyl-3-(2,4-difluorophenyl)-piperidine-4-carboxylic acid A-4 (30 mg, 0.101 mmol) in dichloromethane (5 mL) was added 4-methylmorpholine (0.017 ml, 0.151 mmol), HOBt (15 mg, 0.111 mmol), EDC (29 mg, 0.1514 mmol), and piperazine K-2 (30.6 mg, 0.101 mmol). The reaction mixture was stirred at room temperature for 18 hours. The reaction mixture was then concentrated, purified by preparative TLC (10:1, CHCl3:2N NH3 in MeOH) to give a yellow oil, to which was added HCl ... Reactants: C1(=CC=CC=C1)N(C(=O)OC(C1=CC(=C(C=C1)CC1=CN(C2=CC=C(C=C12)NC(CC1CCCC1)=O)CC)OC)=O)C1=CC=CC=C1 (4-[5-(2-cyclopentylacetamido)-1-ethylindol-3-ylmethyl]-3-methoxybenzoic N,N-diphenylcarbamic anhydride), C1(CCCC1)OC(=O)NC1=CC=C2C=NN(C2=C1)CC1=C(C=C(C(=O)O)C=C1)OC (4-[6-(cyclopentyloxycarbonyl)aminoindazol-1-ylmethyl]-3-methoxybenzoic acid). The product is C1(=CC=CC=C1)N(C(=O)OC(C1=CC(=C(C=C1)CN1N=CC2=CC=C(C=C12)NC(=O)OC1CCCC1)OC)=O)C1=CC=CC=C1 (4-[6-(cyclopentyloxycarbonyl)aminoindazol-1-ylmethyl]-3-methoxybenzoic N,N-diphenylcarbamic anhydride). Isolated yield 96.0%. As a reaction SMILES: [C:1]1([N:7]([C:42]2[CH:47]=[CH:46][CH:45]=[CH:44][CH:43]=2)[C:8]([O:10][C:11](=[O:41])[C:12]2[CH:17]=[CH:16][C:15](CC3C4C(=CC=C(NC(=O)CC5CCCC5)C=4)N(CC)C=3)=[C:14]([O:39][CH3:40])[CH:13]=2)=[O:9])[CH:6]=[CH:5][CH:4]=[CH:3][CH:2]=1.[CH:48]1([O:53][C:54]([NH:56][C:57]2[CH:65]=[C:64]3[C:60]([CH:61]=[N:62][N:63]3[CH2:66]C3C=CC(C(O)=O)=CC=3OC)=[CH:59][CH:58]=2)=[O:55])[CH2:52][CH2:51][CH2:50][CH2:49]1>>[C:1]1([N:7]([C:42]2[CH:47]=[CH:46][CH:45]=[CH:44][CH:43]=2)[C:8]([O:10][C:11](=[O:41])[C:12]2[CH:17]=[CH:16][C:15]([CH2:66][N:63]3[C:64]4[C:60](=[CH:59][CH:58]=[C:57]([NH:56][C:54]([O:53][CH:48]5[CH2:52][CH2:51][CH2:50][CH2:49]5)=[O:55])[CH:65]=4)[CH:61]=[N:62]3)=[C:14]([O:39][CH3:40])[CH:13]=2)=[O:9])[CH:6]=[CH:5][CH:4]=[CH:3][CH:2]=1. Procedure details: Using a procedure similar to part (f) of Example 4, but using 4-[6-(cyclopentyloxycarbonyl)aminoindazol-1-ylmethyl]-3-methoxybenzoic acid (N) instead of acid (J), there was obtained 4-[6-(cyclopentyloxycarbonyl)aminoindazol-1-ylmethyl]-3-methoxybenzoic N,N-diphenylcarbamic anhydride (K) as a pink solid (2.14 g, 96%); partial NMR: (80 MHz, DMSO-d6): 3.86(s, 3H, OCH3), 5.49(s, 2H, ArCH2N), 7.42(s, 10H, NArH), 9.69(s, 1H, CONH). Starting materials: ClC1=CC=C(C=C1)[N+](=O)[O-] (4-chloronitrobenzene), N1C=NC=C1 (imidazole), resultant solution, [H-].[Na+] (NaH), ice water. Solvent: CN(C)C=O (DMF). Conditions: time 1 hour. The product is N1(C=NC=C1)C1=CC=C(C=C1)[N+](=O)[O-] (4-(imidazole-1-yl)nitrobenzene). Yield: 93.7%. RXN SMILES: [NH:1]1[CH:5]=[CH:4][N:3]=[CH:2]1.[H-].[Na+].Cl[C:9]1[CH:14]=[CH:13][C:12]([N+:15]([O-:17])=[O:16])=[CH:11][CH:10]=1>CN(C=O)C>[N:1]1([C:9]2[CH:14]=[CH:13][C:12]([N+:15]([O-:17])=[O:16])=[CH:11][CH:10]=2)[CH:5]=[CH:4][N:3]=[CH:2]1 |f:1.2|. Procedure details: 9.5 g of imidazole were dissolved in 100 ml of DMF, and the resultant solution was further added with 6.1 g of 60% NaH while cooling it with ice. The solution was then stirred for 30 min. and further for 1 hour at room temperature. Then, the solution was added with 20.0 g of 4-chloronitrobenzene and then stirred for 2 hours at a temperature of from 80 to 85° C. The solution reacted was poured into ice water, and the crystals precipitated was filtered and then dried to obtain 22.5 g of 4-(imidazo...